This data is from the Open Reaction Database (ORD), a public repository of structured organic reaction records. The task is: describe an organic reaction: reactants, conditions, products, and yield The reactants are CN(C)c1ccncc1, OCC1CCC1, ClCCl, Cc1ccc(S(=O)(=O)Cl)cc1, c1ccncc1. Product: Cc1ccc(S(=O)(=O)OCC2CCC2)cc1. Reaction SMILES: [CH3:27][N:28]([c:29]1[cH:30][cH:31][n:32][cH:33][cH:34]1)[CH3:35].[CH:1]1([CH2:5][OH:6])[CH2:2][CH2:3][CH2:4]1.[Cl:18][CH2:19][Cl:20].[c:7]1([CH3:17])[cH:8][cH:9][c:10]([S:13](=[O:14])(=[O:15])[Cl:16])[cH:11][cH:12]1.[cH:21]1[cH:22][cH:23][n:24][cH:25][cH:26]1>>[CH:1]1([CH2:5][O:6][S:13]([c:10]2[cH:9][cH:8][c:7]([CH3:17])[cH:12][cH:11]2)(=[O:14])=[O:15])[CH2:2][CH2:3][CH2:4]1. Starting materials: O=C([O-])O, C=C(C)CC(C(=O)OCC)C1CCN(C(=O)OCc2ccccc2)CC1, [O-][I+3]([O-])([O-])[O-], [Na+], [Na+], [Na+], [Na+], C1CCOC1, O, O=S([O-])[O-]. Reaction SMILES: [C:45](=[O:46])([OH:47])[O-:48].[CH2:1]([CH3:2])[O:3][C:4](=[O:5])[CH:6]([CH2:7][C:8](=[CH2:9])[CH3:10])[CH:11]1[CH2:12][CH2:13][N:14]([C:17](=[O:18])[O:19][CH2:20][c:21]2[cH:22][cH:23][cH:24][cH:25][cH:26]2)[CH2:15][CH2:16]1.[I+3:27]([O-:28])([O-:29])([O-:30])[O-:31].[Na+:32].[Na+:43].[Na+:44].[Na+:49].[O:33]1[CH2:34][CH2:35][CH2:36][CH2:37]1.[OH2:38].[S:39]([O-:40])([O-:41])=[O:42]>>[CH2:1]([CH3:2])[O:3][C:4](=[O:5])[CH:6]([CH2:7][C:8]([CH3:9])=[O:28])[CH:11]1[CH2:12][CH2:13][N:14]([C:17](=[O:18])[O:19][CH2:20][c:21]2[cH:22][cH:23][cH:24][cH:25][cH:26]2)[CH2:15][CH2:16]1. The product is CCOC(=O)C(CC(C)=O)C1CCN(C(=O)OCc2ccccc2)CC1. Reactants: N1=CC=C(C=C1)C=1SC=C(N1)C=1C(NC2=CC(=CC=C2C1)C=O)=O (3-(2-pyridin-4-yl-thiazol-4-yl)-1H-quinolin-2-one-7-carbaldehyde), N1CCCC1 (pyrrolidine). Product: N1=CC=C(C=C1)C=1SC=C(N1)C=1C(NC2=CC(=CC=C2C1)CN1CCCC1)=O (3-(2-Pyridin-4-yl-thiazol-4-yl)-7-pyrrolidin-1-ylmethyl-1H-quinolin-2-one). As a reaction SMILES: [N:1]1[CH:6]=[CH:5][C:4]([C:7]2[S:8][CH:9]=[C:10]([C:12]3[C:13](=[O:24])[NH:14][C:15]4[C:20]([CH:21]=3)=[CH:19][CH:18]=[C:17]([CH:22]=O)[CH:16]=4)[N:11]=2)=[CH:3][CH:2]=1.[NH:25]1[CH2:29][CH2:28][CH2:27][CH2:26]1>>[N:1]1[CH:6]=[CH:5][C:4]([C:7]2[S:8][CH:9]=[C:10]([C:12]3[C:13](=[O:24])[NH:14][C:15]4[C:20]([CH:21]=3)=[CH:19][CH:18]=[C:17]([CH2:22][N:25]3[CH2:29][CH2:28][CH2:27][CH2:26]3)[CH:16]=4)[N:11]=2)=[CH:3][CH:2]=1. Reported procedure: This compound was prepared according to the method described in example 8768 employing 3-(2-pyridin-4-yl-thiazol-4-yl)-1H-quinolin-2-one-7-carbaldehyde and pyrrolidine to give a yellow solid. MS m/z: 389.2 (M+1). Starting materials: BrC1=CC=C2C=CC3=C(C=CC4=CC=C1C2=C34)Br (1,6-dibromopyrene), C1(=CC=CC=C1)NC1=CC2=CC=CC=C2C=C1 (N-phenylnaphthalen-2-amine), CC(C)([O-])C.[Na+] (sodium tert-butoxide). Reagents/catalysts: CC(=O)O.CC(=O)O.[Pd] (Pd(OAC)2). The solvent is C1(=CC=CC=C1)C (toluene). Reaction conditions: temperature 100 celsius. Product: BrC1=C2C=CC3=CC=C(C4=CC=C(C=C1)C2=C43)N(C4=CC=CC=C4)C4=CC3=CC=CC=C3C=C4 (6-bromo-N-(naphthalen-2-yl)-N-phenylpyren-1-amine). The yield is 36.9%. Reaction SMILES: [Br:1][C:2]1[C:15]2[C:16]3=[C:17]4[C:12](=[CH:13][CH:14]=2)[CH:11]=[CH:10][C:9](Br)=[C:8]4[CH:7]=[CH:6][C:5]3=[CH:4][CH:3]=1.[C:19]1([NH:25][C:26]2[CH:35]=[CH:34][C:33]3[C:28](=[CH:29][CH:30]=[CH:31][CH:32]=3)[CH:27]=2)[CH:24]=[CH:23][CH:22]=[CH:21][CH:20]=1.CC(C)([O-])C.[Na+]>C1(C)C=CC=CC=1.CC(O)=O.CC(O)=O.[Pd]>[Br:1][C:2]1[CH:3]=[CH:4][C:5]2[C:16]3=[C:17]4[C:12](=[CH:11][CH:10]=[C:9]([N:25]([C:26]5[CH:35]=[CH:34][C:33]6[C:28](=[CH:29][CH:30]=[CH:31][CH:32]=6)[CH:27]=5)[C:19]5[CH:24]=[CH:23][CH:22]=[CH:21][CH:20]=5)[C:8]4=[CH:7][CH:6]=2)[CH:13]=[CH:14][C:15]=13 |f:2.3,5.6.7|. Procedure details: A mixture of 18 g (50 mmol) of 1,6-dibromopyrene, 11 g (50 mmol) of N-phenylnaphthalen-2-amine, 0.16 g (0.7 mmol) of Pd(OAC)2, 0.5 g (1.4 mmole) of tri-tert-butylphosine, 6 g (75 mmol) sodium tert-butoxide was stirred in 200 ml dry toluene, the reaction mixture was then heat to 100° C. for about overnight under nitrogen. The solution was filtered. The toluene solution was removed under reduced pressure from the filtrate. The residue was extracted three times with dichloromethane and water, dried... The reactants are three, BrC=1C=C(C=CC1)N1C(=CC(C(=C1)OCC1=CC=C(C=C1)OC)=O)CO (1-(3-bromo-phenyl)-2-hydroxymethyl-5-(4-methoxy-benzyloxy)-1H-pyridin-4-one), ClC=1C(=C2C(=NC1)N(C=C2)[Si](C(C)C)(C(C)C)C(C)C)B2OC(C(O2)(C)C)(C)C (5-chloro-4-(4,4,5,5-tetramethyl-1,3,2-dioxaborolan-2-yl)-1-(triisopropylsilyl)-1H-pyrrolo[2,3-b]pyridine), C(=O)([O-])[O-].[Cs+].[Cs+] (Cs2CO3). The reagents and catalysts are ClCCl.[Pd+2].ClC1=C([C-](C=C1)P(C1=CC=CC=C1)C1=CC=CC=C1)Cl.[C-]1(C=CC=C1)P(C1=CC=CC=C1)C1=CC=CC=C1.[Fe+2] (dichloro 1,1′-bis(diphenylphosphino)ferrocene palladium (II) dichloromethane). Run in C1CCOC1 (THF). Run at temperature 150 celsius. Yields the product ClC=1C(=C2C(=NC1)NC=C2)C=2C=C(C=CC2)N2C(=CC(C(=C2)OCC2=CC=C(C=C2)OC)=O)CO (1-[3-(5-chloro-1H-pyrrolo[2,3-b]pyridin-4-yl)-phenyl]-2-hydroxymethyl-5-(4-methoxy-benzyloxy)-1H-pyridin-4-one). RXN SMILES: Br[C:2]1[CH:3]=[C:4]([N:8]2[CH:13]=[C:12]([O:14][CH2:15][C:16]3[CH:21]=[CH:20][C:19]([O:22][CH3:23])=[CH:18][CH:17]=3)[C:11](=[O:24])[CH:10]=[C:9]2[CH2:25][OH:26])[CH:5]=[CH:6][CH:7]=1.[Cl:27][C:28]1[C:29](B2OC(C)(C)C(C)(C)O2)=[C:30]2[CH:36]=[CH:35][N:34]([Si](C(C)C)(C(C)C)C(C)C)[C:31]2=[N:32][CH:33]=1.C([O-])([O-])=O.[Cs+].[Cs+]>ClCCl.[Pd+2].ClC1C=C[C-](P(C2C=CC=CC=2)C2C=CC=CC=2)C=1Cl.[C-]1(P(C2C=CC=CC=2)C2C=CC=CC=2)C=CC=C1.[Fe+2].C1COCC1>[Cl:27][C:28]1[C:29]([C:2]2[CH:3]=[C:4]([N:8]3[CH:13]=[C:12]([O:14][CH2:15][C:16]4[CH:17]=[CH:18][C:19]([O:22][CH3:23])=[CH:20][CH:21]=4)[C:11](=[O:24])[CH:10]=[C:9]3[CH2:25][OH:26])[CH:5]=[CH:6][CH:7]=2)=[C:30]2[CH:36]=[CH:35][NH:34][C:31]2=[N:32][CH:33]=1 |f:2.3.4,5.6.7.8.9|. Reported procedure: To each of three 20 mL microwave tubes was added 0.5 g (1.2 mmol) 1-(3-bromo-phenyl)-2-hydroxymethyl-5-(4-methoxy-benzyloxy)-1H-pyridin-4-one, 0.33 g (0.45 mmol) dichloro 1,1′-bis(diphenylphosphino)ferrocene palladium (II) dichloromethane adduct, 0.51 g (1.44 mmol) 5-chloro-4-(4,4,5,5-tetramethyl-1,3,2-dioxaborolan-2-yl)-1-(triisopropylsilyl)-1H-pyrrolo[2,3-b]pyridine, 3.6 mL (3.6 mmol) 1 M aq. Cs2CO3, and 10 mL THF. The vials were then capped and heated by microwave to 150° C. for 12 minutes ea...